Dataset: the Open Reaction Database (ORD), a public repository of structured organic reaction records. Task: describe an organic reaction: reactants, conditions, products, and yield Starting materials: CCNC(=O)Nc1ccc(-c2nc3c(c(N4CCOCC4)n2)CCNC3)cc1, CN(C)C=O, CCN=C=NCCCN(C)C, CCN(C(C)C)C(C)C, Cl, [Na+], On1nnc2ccccc21, O=C([O-])c1ncccn1. The product is CCNC(=O)Nc1ccc(-c2nc3c(c(N4CCOCC4)n2)CCN(C(=O)c2ncccn2)C3)cc1. RXN SMILES: [CH2:47]([CH3:48])[NH:49][C:50](=[O:51])[NH:52][c:53]1[cH:54][cH:55][c:56](-[c:59]2[n:60][c:61]([N:69]3[CH2:70][CH2:71][O:72][CH2:73][CH2:74]3)[c:62]3[c:63]([n:64]2)[CH2:65][NH:66][CH2:67][CH2:68]3)[cH:57][cH:58]1.[CH3:11][N:12]([CH3:13])[CH:14]=[O:15].[CH3:27][N:28]([CH3:29])[CH2:30][CH2:31][CH2:32][N:33]=[C:34]=[N:35][CH2:36][CH3:37].[CH:38]([N:39]([CH2:40][CH3:41])[CH:42]([CH3:43])[CH3:44])([CH3:45])[CH3:46].[ClH:26].[Na+:10].[OH:16][n:17]1[c:18]2[cH:19][cH:20][cH:21][cH:22][c:23]2[n:24][n:25]1.[n:1]1[c:2]([C:7](=[O:8])[O-:9])[n:3][cH:4][cH:5][cH:6]1>>[n:1]1[c:2]([C:7](=[O:9])[N:66]2[CH2:65][c:63]3[c:62]([c:61]([N:69]4[CH2:70][CH2:71][O:72][CH2:73][CH2:74]4)[n:60][c:59](-[c:56]4[cH:55][cH:54][c:53]([NH:52][C:50]([NH:49][CH2:47][CH3:48])=[O:51])[cH:58][cH:57]4)[n:64]3)[CH2:68][CH2:67]2)[n:3][cH:4][cH:5][cH:6]1. Reactants: Br.ClC=1C=CC(N(C1)C(C(C(=O)OC)=O)C)=N (methyl 3-(5-chloro-2-iminopyridin-1(2H)-yl)-2-oxobutanoate hydrobromide). Run in CO (MeOH), CCOC(=O)C (EtOAc), C(=O)(O)[O-].[Na+] (NaHCO3). The product is ClC=1C=CC=2N(C1)C(=C(N2)C(=O)OC)C (methyl 6-chloro-3-methylimidazo[1,2-a]pyridine-2-carboxylate). Isolated yield 96.2%. As a reaction SMILES: Br.[Cl:2][C:3]1[CH:4]=[CH:5][C:6](=[NH:17])[N:7]([CH:9]([CH3:16])[C:10](=O)[C:11]([O:13][CH3:14])=[O:12])[CH:8]=1>CO.CCOC(C)=O.C([O-])(O)=O.[Na+]>[Cl:2][C:3]1[CH:4]=[CH:5][C:6]2[N:7]([C:9]([CH3:16])=[C:10]([C:11]([O:13][CH3:14])=[O:12])[N:17]=2)[CH:8]=1 |f:0.1,4.5|. Procedure details: A solution of methyl 3-(5-chloro-2-iminopyridin-1(2H)-yl)-2-oxobutanoate hydrobromide (8.51 g, 26.3 mmol) in MeOH (50 mL) was heated to reflux for 16 h, cooled to room temperature, and concentrated to give a white solid. The solid was dissolved in a mixture of EtOAc and saturated NaHCO3, the aqueous phase was discarded and the organic phase was washed with saturated NaHCO3 (1×), water (1×), brine (1×), dried over MgSO4, filtered, and concentrated to give methyl 6-chloro-3-methylimidazo[1,2-a]pyr... Starting materials: NC=1C=NN2C=NC=3C=CC=CC3C21 (1-aminopyrazolo[1,5-c]quinazoline), C(C)(=O)OC(C)=O (acetic anhydride). Yields the product N(C(=O)C)C=1C=NN2C=NC=3C=CC=CC3C21 (1-acetaminopyrazolo[1,5-c]quinazoline). Isolated yield 90.0%. As a reaction SMILES: [NH2:1][C:2]1[CH:3]=[N:4][N:5]2[C:14]=1[C:13]1[CH:12]=[CH:11][CH:10]=[CH:9][C:8]=1[N:7]=[CH:6]2.[C:15](OC(=O)C)(=[O:17])[CH3:16]>>[NH:1]([C:2]1[CH:3]=[N:4][N:5]2[C:14]=1[C:13]1[CH:12]=[CH:11][CH:10]=[CH:9][C:8]=1[N:7]=[CH:6]2)[C:15]([CH3:16])=[O:17]. Procedure details: 19.8 g (0.1 mole) of 1-aminopyrazolo[1,5-c]quinazoline are boiled with 100 ml of acetic anhydride for 1 hour. On cooling the product separates. After filtration, washing and drying, 22.0 g (90%) of 1-acetaminopyrazolo[1,5-c]quinazoline are obtained. M.p.: 256°-258° C. Reactants: CO, COC(=O)c1ccc(OCc2ccccc2)c(OC2CCCC2)c1, O=C[O-], [NH4+]. RXN SMILES: [CH3:29][OH:30].[CH:1]1([O:6][c:7]2[cH:8][c:9]([C:10](=[O:11])[O:12][CH3:13])[cH:14][cH:15][c:16]2[O:17][CH2:18][c:19]2[cH:20][cH:21][cH:22][cH:23][cH:24]2)[CH2:2][CH2:3][CH2:4][CH2:5]1.[CH:25]([O-:26])=[O:27].[NH4+:28]>>[CH:1]1([O:6][c:7]2[cH:8][c:9]([C:10](=[O:11])[O:12][CH3:13])[cH:14][cH:15][c:16]2[OH:17])[CH2:2][CH2:3][CH2:4][CH2:5]1. Yields the product COC(=O)c1ccc(O)c(OC2CCCC2)c1.